From a dataset of the Open Reaction Database (ORD), a public repository of structured organic reaction records. describe an organic reaction: reactants, conditions, products, and yield Starting materials: C(C)(C)NC(C)C (diisopropyl amine), C(CCC)[Li] (n-butyl lithium), ClC1=NC=C(C=C1C=O)Cl (2,5-dichloro-pyridine-3-carbaldehyde), COC(OC)P(C1=CC=CC=C1)(C1=CC=CC=C1)=O (dimethoxymethyl diphenyl phosphine oxide), CC(C)([O-])C.[K+] (potassium tert-butoxide), Cl (hydrochloric acid). Run in O1CCCC1 (tetrahydrofuran), O1CCCC1 (tetrahydrofuran), O1CCCC1 (tetrahydrofuran). Conditions: temperature 0 celsius, time 15 minute. Product: COC(CC=1C(=NC=C(C1)Cl)Cl)=O ((2,5-Dichloro-pyridin-3-yl)-acetic acid methyl ester). The yield is 34.7%. As a reaction SMILES: C(NC(C)C)(C)C.C([Li])CCC.[CH3:13][O:14][CH:15](P(=O)(C1C=CC=CC=1)C1C=CC=CC=1)[O:16]C.[Cl:32][C:33]1[C:38]([CH:39]=O)=[CH:37][C:36]([Cl:41])=[CH:35][N:34]=1.CC(C)([O-])C.[K+].Cl>O1CCCC1>[CH3:13][O:14][C:15](=[O:16])[CH2:39][C:38]1[C:33]([Cl:32])=[N:34][CH:35]=[C:36]([Cl:41])[CH:37]=1 |f:4.5|. Procedure: To a −78° C. solution of diisopropyl amine (1.21 mL, 9.0 mmol) in tetrahydrofuran (100 mL) was added n-butyl lithium (3.45 mL, 2.5 M in hexanes, 9.0 mmol). The reaction mixture was stirred at −78° C. for 20 minute and 0° C. for 15 minutes, and then cooled to −110° C. To the cooled reaction mixture was added dimethoxymethyl diphenyl phosphine oxide (2.18 g, 8.0 mmol) in tetrahydrofuran (120 mL) and then 2,5-dichloro-pyridine-3-carbaldehyde (1.37 g, 8.0 mmol) in tetrahydrofuran (15 mL) while keepi... The reactants are COc1cccc(C(Oc2ccc3c(cnn3-c3ccc(F)cc3)c2)C(C)N)c1, O=C(O)c1c[nH]cn1. Yields the product COc1cccc(C(Oc2ccc3c(cnn3-c3ccc(F)cc3)c2)C(C)NC(=O)c2c[nH]cn2)c1. As a reaction SMILES: [F:1][c:2]1[cH:3][cH:4][c:5](-[n:8]2[n:9][cH:10][c:11]3[cH:12][c:13]([O:17][CH:18]([CH:19]([CH3:20])[NH2:21])[c:22]4[cH:23][c:24]([O:28][CH3:29])[cH:25][cH:26][cH:27]4)[cH:14][cH:15][c:16]23)[cH:6][cH:7]1.[nH:30]1[cH:31][n:32][c:33]([C:35](=[O:36])[OH:37])[cH:34]1>>[F:1][c:2]1[cH:3][cH:4][c:5](-[n:8]2[n:9][cH:10][c:11]3[cH:12][c:13]([O:17][CH:18]([CH:19]([CH3:20])[NH:21][C:35]([c:33]4[n:32][cH:31][nH:30][cH:34]4)=[O:36])[c:22]4[cH:23][c:24]([O:28][CH3:29])[cH:25][cH:26][cH:27]4)[cH:14][cH:15][c:16]23)[cH:6][cH:7]1. Reaction SMILES: Cl[C:2]1[N:7]=[CH:6][N:5]=[C:4]([NH:8][C:9]2[CH:14]=[CH:13][CH:12]=[C:11]([O:15][CH3:16])[CH:10]=2)[CH:3]=1.[CH2:17]([CH2:19][NH2:20])[OH:18].CCN(C(C)C)C(C)C>CCCCO>[CH3:16][O:15][C:11]1[CH:10]=[C:9]([NH:8][C:4]2[N:5]=[CH:6][N:7]=[C:2]([NH:20][CH2:19][CH2:17][OH:18])[CH:3]=2)[CH:14]=[CH:13][CH:12]=1. Run at temperature 200 celsius. Reactants: ClC1=CC(=NC=N1)NC1=CC(=CC=C1)OC (6-chloro-N-(3-methoxyphenyl)pyrimidin-4-amine), C(O)CN (ethanolamine), CCN(C(C)C)C(C)C (DIPEA). Procedure details: 100 mg of 6-chloro-N-(3-methoxyphenyl)pyrimidin-4-amine, 27 mg of ethanolamine and 119 mg of DIPEA were dissolved in 2 mL of n-BuOH and the mixture obtained was charged into a microwave vial and the vial obtained was heated to 200° C. for 45 minutes under microwave irradiation. Progress of the reaction was monitored by TLC. Upon termination of the reaction n-BuOH was evaporated off and to the evaporation residue obtained 5 mL of water were added. The mixture obtained was extracted with EtOAc, th... The product is COC=1C=C(C=CC1)NC1=CC(=NC=N1)NCCO (2-(6-(3-Methoxyphenylamino)pyrimidin-4-ylamino)ethan-1-ol). Run in CCCCO (n-BuOH), CCCCO (n-BuOH). Yield: 84.0%. Starting materials: Cbz-D-Dpa-Pro-OH, C1CCOC1 (THF), C1=CN(C=N1)C(=O)N2C=CN=C2 (CDI), C1CCOC1 (THF), [Li]CC(=O)OC(C)(C)C (tertiary butyl lithioacetate). Procedure details: Cbz-D-Dpa-Pro-OH (0.265 g, 5.6×10-4 mol) was dissolved in THF, and cooled to 0° C. in an ice bath. CDI (N,N'-carbonyldiimidazole, 0.109 g, 6.7×10-4 mol, 1.2 mol eq) was added with stirring to the above solution, and left for 30 min at 0° C., followed by 2 h at room temperature. The mixture was added dropwise to a precooled solution of tertiary butyl lithioacetate (formed from the addition of LDA {0.901 cm3 of 2M solution, 3.2 mol eq in THF} to tertiary butyl aceate {0.21 g, 0.243 cm3, 3.2 mol eq... Run at temperature 0 celsius, time 30 minute. Yields the product [Li+].CC(C)[N-]C(C)C (LDA), solution, C(C)(=O)OC(C)(C)C (tertiary butyl aceate). Reaction SMILES: C1N=CN(C(N2C=[N:11][CH:10]=[CH:9]2)=O)C=1.[Li:13][CH2:14][C:15]([O:17][C:18]([CH3:21])([CH3:20])[CH3:19])=[O:16].[CH2:22]1COCC1>>[Li+:13].[CH3:9][CH:10]([N-:11][CH:18]([CH3:20])[CH3:21])[CH3:22].[C:15]([O:17][C:18]([CH3:21])([CH3:20])[CH3:19])(=[O:16])[CH3:14] |f:3.4|. Reactants: Cc1cc(Br)cc(C)c1C=O, Cc1ccc(S(=O)(=O)O)cc1, CCCCCC, Cc1ccccc1, OCCCO. Yields the product Cc1cc(Br)cc(C)c1C1OCCCO1. Reaction SMILES: [Br:1][c:2]1[cH:3][c:4]([CH3:11])[c:5]([CH:6]=[O:7])[c:8]([CH3:10])[cH:9]1.[CH3:12][c:13]1[cH:14][cH:15][c:16]([S:17]([OH:18])(=[O:19])=[O:20])[cH:21][cH:22]1.[CH3:28][CH2:29][CH2:30][CH2:31][CH2:32][CH3:33].[CH3:34][c:35]1[cH:36][cH:37][cH:38][cH:39][cH:40]1.[OH:23][CH2:24][CH2:25][CH2:26][OH:27]>>[Br:1][c:2]1[cH:3][c:4]([CH3:11])[c:5]([CH:6]2[O:7][CH2:26][CH2:25][CH2:24][O:23]2)[c:8]([CH3:10])[cH:9]1. The reactants are ClC=1C=CC=2N(N1)C=C(N2)NC(C)=O (N-(6-chloroimidazo[1,2-b]pyridazin-2-yl)acetamide), B1(OC(C(O1)(C)C)(C)C)B2OC(C(O2)(C)C)(C)C (bis(pinacolato)diboron), CS(=O)C (DMSO), C(C)(=O)[O-].[K+] (potassium acetate), C(C)(=O)[O-].[Na+] (sodium acetate), dichloro[1,1′-bis(diphenylphosphino)ferrocene]palladium(II)dichloromethane, BrC=1C=C(C(=NC1)Cl)NS(=O)(=O)C (N-(5-bromo-2-chloropyridin-3-yl)methanesulfonamide), C([O-])([O-])=O.[Na+].[Na+] (sodium carbonate). The reagents and catalysts are Cl[Pd]([P](C1=CC=CC=C1)(C2=CC=CC=C2)C3=CC=CC=C3)([P](C4=CC=CC=C4)(C5=CC=CC=C5)C6=CC=CC=C6)Cl (trans-dichlorobis(triphenylphosphine)palladium(II)). Run in O (water). Run at temperature 90 celsius, time 2 hour. Yields the product ClC1=C(C=C(C=N1)C=1C=CC=2N(N1)C=C(N2)NC(C)=O)NS(=O)(=O)C (N-(6-(6-chloro-5-(methylsulfonamido)pyridin-3-yl)imidazo[1,2-b]pyridazin-2-yl)acetamide). The yield is 31.1%. As a reaction SMILES: Cl[C:2]1[CH:3]=[CH:4][C:5]2[N:6]([CH:8]=[C:9]([NH:11][C:12](=[O:14])[CH3:13])[N:10]=2)[N:7]=1.B1(B2OC(C)(C)C(C)(C)O2)OC(C)(C)C(C)(C)O1.CS(C)=O.C([O-])(=O)C.[K+].Br[C:43]1[CH:44]=[C:45]([NH:50][S:51]([CH3:54])(=[O:53])=[O:52])[C:46]([Cl:49])=[N:47][CH:48]=1.C(=O)([O-])[O-].[Na+].[Na+].C([O-])(=O)C.[Na+]>O.Cl[Pd](Cl)([P](C1C=CC=CC=1)(C1C=CC=CC=1)C1C=CC=CC=1)[P](C1C=CC=CC=1)(C1C=CC=CC=1)C1C=CC=CC=1>[Cl:49][C:46]1[N:47]=[CH:48][C:43]([C:2]2[CH:3]=[CH:4][C:5]3[N:6]([CH:8]=[C:9]([NH:11][C:12](=[O:14])[CH3:13])[N:10]=3)[N:7]=2)=[CH:44][C:45]=1[NH:50][S:51]([CH3:54])(=[O:53])=[O:52] |f:3.4,6.7.8,9.10,^1:69,88|. Procedure: To a 25 mL round-bottomed flask was added N-(6-chloroimidazo[1,2-b]pyridazin-2-yl)acetamide (0.750 g, 3.56 mmol), bis(pinacolato)diboron (1.18 g, 4.63 mmol, Aldrich, St. Louis, Mo.), DMSO (30.0 mL, 423 mmol) and potassium acetate (1.40 g, 14.2 mmol). The mixture was carefully evacuated and backfilled with N2. To the mixture was added dichloro[1,1′-bis(diphenylphosphino)ferrocene]palladium(II)dichloromethane adduct (0.291 g, 0.356 mmol, Strem Chemical, Inc., Newburyport, Mass.). The mixture was c... Solvent: C(C)(C)O (isopropanol). The reactants are C(O)([O-])=O.[K+] (potassium hydrogencarbonate), OC=1C(=CC2=C(C3=C(C(O2)=O)CCC3)C1)OC (2,3-dihydro-8-hydroxy-7-methoxy-cyclopenta[c][1]benzopyran-4(1H)-one), ClCCCO (3-chloro-1-propanol). Reaction SMILES: C(=O)([O-])O.[K+].[OH:6][C:7]1[C:8]([O:21][CH3:22])=[CH:9][C:10]2[O:15][C:14](=[O:16])[C:13]3[CH2:17][CH2:18][CH2:19][C:12]=3[C:11]=2[CH:20]=1.Cl[CH2:24][CH2:25][CH2:26][OH:27]>C(O)(C)C>[OH:27][CH2:26][CH2:25][CH2:24][O:6][C:7]1[C:8]([O:21][CH3:22])=[CH:9][C:10]2[O:15][C:14](=[O:16])[C:13]3[CH2:17][CH2:18][CH2:19][C:12]=3[C:11]=2[CH:20]=1 |f:0.1|. Procedure: Method J (but using potassium hydrogencarbonate); Starting materials: 2,3-dihydro-8-hydroxy-7-methoxy-cyclopenta[c][1]benzopyran-4(1H)-one (example 109) and 3-chloro-1-propanol; yield 58%; fusion point 213°-215° C. (from isopropanol). Yield: 58.0%. Product: OCCCOC=1C(=CC2=C(C3=C(C(O2)=O)CCC3)C1)OC (2,3-dihydro-8-(3-hydroxypropoxy)-7-methoxy-cyclopenta[c][1]benzopyran-4(1H)-one).